describe an organic reaction: reactants, conditions, products, and yield From a dataset of the Open Reaction Database (ORD), a public repository of structured organic reaction records. Starting materials: CC1OCCO1, Cl[Sn](Cl)(Cl)Cl, C[Si](C)(C)N=[N+]=[N-]. Yields the product CC(N=[N+]=[N-])OCCO. Reaction SMILES: [CH3:1][CH:2]1[O:3][CH2:4][CH2:5][O:6]1.[Cl:14][Sn:15]([Cl:16])([Cl:17])[Cl:18].[N:7](=[N+:8]=[N-:9])[Si:10]([CH3:11])([CH3:12])[CH3:13]>>[CH3:1][CH:2]([O:3][CH2:4][CH2:5][OH:6])[N:7]=[N+:8]=[N-:9]. Reactants: Nα-(4-methylbenzenesulfonyl)-L-phenylalanine acid chloride, C1CCOC1 (THF), O (water), Cl.C(C(C)C)N([C@@H](CCCCN)C(=O)O)S(=O)(=O)C1=CC=C(C=C1)C (Nα-isobutyl-Nα-(4-methylbenzenesulfonyl)-L-lysine hydrochloride), C1CCOC1 (THF), [OH-].[Na+] (NaOH), CCOC(=O)C (EtOAc). Conditions: time 2 hour. Product: CC1=CC=C(C=C1)S(=O)(=O)N[C@@H](CC2=CC=CC=C2)C(=O)NCCCC[C@@H](C(=O)O)N(CC(C)C)S(=O)(=O)C3=CC=C(C=C3)C (Nα-isobutyl-Nα-(4-methylbenzenesulfonyl)-Nε-[N′α-(4-methylbenzenesulfonyl)-L-phenylalanyl]-L-lysine). The yield is 76.0%. RXN SMILES: Cl.[CH2:2]([N:6]([S:16]([C:19]1[CH:24]=[CH:23][C:22]([CH3:25])=[CH:21][CH:20]=1)(=[O:18])=[O:17])[C@H:7]([C:13]([OH:15])=[O:14])[CH2:8][CH2:9][CH2:10][CH2:11][NH2:12])[CH:3]([CH3:5])[CH3:4].[OH-:26].[Na+].[OH2:28].CCO[C:32]([CH3:34])=[O:33].[CH2:35]1[CH2:39]O[CH2:37][CH2:36]1>>[CH3:37][C:36]1[CH:21]=[CH:20][C:19]([S:16]([NH:6][C@H:34]([C:32]([NH:12][CH2:11][CH2:10][CH2:9][CH2:8][C@H:7]([N:6]([S:16]([C:19]2[CH:24]=[CH:23][C:22]([CH3:25])=[CH:21][CH:20]=2)(=[O:18])=[O:17])[CH2:2][CH:3]([CH3:4])[CH3:5])[C:13]([OH:15])=[O:14])=[O:33])[CH2:39][C:35]2[CH:4]=[CH:3][CH:2]=[CH:37][CH:36]=2)(=[O:28])=[O:26])=[CH:39][CH:35]=1 |f:0.1,2.3|. Procedure details: A suspension of Nα-isobutyl-Nα-(4-methylbenzenesulfonyl)-L-lysine hydrochloride (600 mg) in THF (20 mL) was treated with a 1N NaOH (1.5 mL) to pH 10. A solution of commercially available Nα-(4-methylbenzenesulfonyl)-L-phenylalanine acid chloride (250 mg) in dry THF (20 mL) was added to the suspension and stirred for 2 h. Afterwards, water (2 mL) was added resulting in a clear solution. The reaction mixture was stirred for 12 h. Then, EtOAc (30 mL) was added and the organic phase was washed with ... Procedure: Preparation of 4-Cyclopentyl-pyrrolidin-2-one—A solution of 3-azidomethyl-3-cyclopentyl-propionic acid ethyl ester (3.7 g, 16.7 mmol) in 50 mL of MeOH is treated with Raney Nickel under an H2 atmosphere at room temperature. When the theoretical amount of H2 is taken up, the catalyst is removed by filtration and MeOH is evaporated. The remaining solid is recrystallized from hexanes to give 1.5 g (58% yield) of 4-cyclopentyl-pyrrolidin-2-one; mp=117-119° C. NMR (1H, 400 MHz, CDCl3) δ1.1 (2H, m); 1... Run in CO (MeOH). Reactants: 4-Cyclopentyl-pyrrolidin-2-one—A, C(C)OC(CC(C1CCCC1)CN=[N+]=[N-])=O (3-azidomethyl-3-cyclopentyl-propionic acid ethyl ester). The yield is 58.6%. Reaction SMILES: C([O:3][C:4](=O)[CH2:5][CH:6]([CH2:12][N:13]=[N+]=[N-])[CH:7]1[CH2:11][CH2:10][CH2:9][CH2:8]1)C>CO.[Ni]>[CH:7]1([CH:6]2[CH2:12][NH:13][C:4](=[O:3])[CH2:5]2)[CH2:11][CH2:10][CH2:9][CH2:8]1. Yields the product C1(CCCC1)C1CC(NC1)=O (4-cyclopentyl-pyrrolidin-2-one). Reagents/catalysts: [Ni] (Raney Nickel). Reactants: [Cl-].CN(C1=CC=C(C=N[N+]2=C(N(C=C2)N=CC2=CC=C(C=C2)N(C)C)C2=CC=CC=C2)C=C1)C (1,3-bis[[p-(dimethylamino)benzylidene]amino]-2-phenylimidazolium chloride), C(O)([O-])=O.[Na+] (sodium hydrogen carbonate). Reaction conditions: time 18 hour. The product is C(C)(=O)[O-].CN(C1=CC=C(C=N[N+]2=C(N(C=C2)N=CC2=CC=C(C=C2)N(C)C)C2=CC=CC=C2)C=C1)C (1,3-bis[[p-(dimethylamino)benzylidene]amino]-2-phenyl imidazolium acetate). As a reaction SMILES: [Cl-].[CH3:2][N:3]([CH3:34])[C:4]1[CH:33]=[CH:32][C:7]([CH:8]=[N:9][N+:10]2[CH:14]=[CH:13][N:12]([N:15]=[CH:16][C:17]3[CH:22]=[CH:21][C:20]([N:23]([CH3:25])[CH3:24])=[CH:19][CH:18]=3)[C:11]=2[C:26]2[CH:31]=[CH:30][CH:29]=[CH:28][CH:27]=2)=[CH:6][CH:5]=1.[C:35](=[O:38])([O-])[OH:36].[Na+]>>[C:35]([O-:36])(=[O:38])[CH3:2].[CH3:24][N:23]([CH3:25])[C:20]1[CH:21]=[CH:22][C:17]([CH:16]=[N:15][N+:12]2[CH:13]=[CH:14][N:10]([N:9]=[CH:8][C:7]3[CH:32]=[CH:33][C:4]([N:3]([CH3:2])[CH3:34])=[CH:5][CH:6]=3)[C:11]=2[C:26]2[CH:31]=[CH:30][CH:29]=[CH:28][CH:27]=2)=[CH:18][CH:19]=1 |f:0.1,2.3,4.5|. Reported procedure: 95 mg of 1,3-bis[[p-(dimethylamino)benzylidene]amino]-2-phenylimidazolium chloride are suspended in 10 ml of saturated sodium hydrogen carbonate solution and the suspension is stirred at room temperature for 18 hours. The product (1,3-bis[[p-(dimethylamino)benzylidene]amino]-2-phenylimidazolium hydrogen carbonate) is filtered, washed with water and ether. The still moist product is subsequently dissolved in 10 ml of methanol and treated with 2 ml of glacial acetic acid. The solution is evaporate... Starting materials: BrCc1ccccc1, CC(C)=O, Oc1cccnc1Cl, [K+], [K+], O=C([O-])[O-]. Yields the product Clc1ncccc1OCc1ccccc1. RXN SMILES: [Br:15][CH2:16][c:17]1[cH:18][cH:19][cH:20][cH:21][cH:22]1.[CH3:23][C:24](=[O:25])[CH3:26].[Cl:1][c:2]1[n:3][cH:4][cH:5][cH:6][c:7]1[OH:8].[K+:10].[K+:9].[O-:11][C:12]([O-:13])=[O:14]>>[Cl:1][c:2]1[n:3][cH:4][cH:5][cH:6][c:7]1[O:8][CH2:16][c:17]1[cH:18][cH:19][cH:20][cH:21][cH:22]1. Starting materials: Br, CC(=O)Nc1cc(C=CCC(C)N(C)C(=O)OC(C)(C)C)ccc1C. Yields the product CNC(C)CC=Cc1ccc(C)c(NC(C)=O)c1. As a reaction SMILES: [BrH:26].[CH3:1][N:2]([CH:3]([CH3:4])[CH2:5][CH:6]=[CH:7][c:8]1[cH:9][c:10]([NH:15][C:16]([CH3:17])=[O:18])[c:11]([CH3:14])[cH:12][cH:13]1)[C:19]([O:20][C:21]([CH3:22])([CH3:23])[CH3:24])=[O:25]>>[CH3:1][NH:2][CH:3]([CH3:4])[CH2:5][CH:6]=[CH:7][c:8]1[cH:9][c:10]([NH:15][C:16]([CH3:17])=[O:18])[c:11]([CH3:14])[cH:12][cH:13]1.